This data is from the Open Reaction Database (ORD), a public repository of structured organic reaction records. The task is: describe an organic reaction: reactants, conditions, products, and yield The reactants are [OH-].[Li+] (lithium hydroxide), ClC=1N=C(NC1CC)C(=O)N[C@@H]1[C@@H](CN(CC1)C=1SC(=C(N1)C(NCCF)=O)C(=O)OCC)OCC (Ethyl cis(±)-2-(4-{[(4-chloro-5-ethyl-1H-imidazol-2-yl)carbonyl]amino}-3-ethoxypiperidin-1-yl)-4-[(2-fluoroethyl)carbamoyl]-1,3-thiazole-5-carboxylate). Yields the product ClC=1N=C(NC1CC)C(=O)N[C@@H]1[C@@H](CN(CC1)C=1SC(=C(N1)C(NCCF)=O)C(=O)O)OCC (cis(±)-2-(4-{[(4-Chloro-5-ethyl-1H-imidazol-2-yl)carbonyl]amino}-3-ethoxypiperidin-1-yl)-4-[(2-fluoroethyl)carbamoyl]-1,3-thiazole-5-carboxylic acid). The yield is 41.7%. Procedure: A 2 N aqueous lithium hydroxide solution (1.92 mL, 3.83 mmol) was added to a solution of ethyl cis(±)-2-(4-{[(4-chloro-5-ethyl-1H-imidazol-2-yl)carbonyl]amino}-3-ethoxypiperidin-1-yl)-4-[(2-fluoroethyl)carbamoyl]-1,3-thiazole-5-carboxylate obtained in Example (250a) (209 mg, 0.38 mmol) in methanol (4 mL) at room temperature, followed by stirring for 4.5 hours. The reaction solution was concentrated under reduced pressure, and then a 1 N aqueous hydrochloric acid solution was added to the resulti... Reaction conditions: time 4.5 hour. As a reaction SMILES: [OH-].[Li+].[Cl:3][C:4]1[N:5]=[C:6]([C:11]([NH:13][C@H:14]2[CH2:19][CH2:18][N:17]([C:20]3[S:21][C:22]([C:31]([O:33]CC)=[O:32])=[C:23]([C:25](=[O:30])[NH:26][CH2:27][CH2:28][F:29])[N:24]=3)[CH2:16][C@H:15]2[O:36][CH2:37][CH3:38])=[O:12])[NH:7][C:8]=1[CH2:9][CH3:10]>CO>[Cl:3][C:4]1[N:5]=[C:6]([C:11]([NH:13][C@H:14]2[CH2:19][CH2:18][N:17]([C:20]3[S:21][C:22]([C:31]([OH:33])=[O:32])=[C:23]([C:25](=[O:30])[NH:26][CH2:27][CH2:28][F:29])[N:24]=3)[CH2:16][C@H:15]2[O:36][CH2:37][CH3:38])=[O:12])[NH:7][C:8]=1[CH2:9][CH3:10] |f:0.1|. Run in CO (methanol). Reported procedure: Formic acid (2 ml) was added to a solution of amine 8a (0.10 g, 0.4 mmole) in ethyl formate (previously distilled over calcium hydride) (8 ml). The mixture was heated under reflux for 12 hours. After evaporation of the volatile substances, the residue was washed twice with ethanol and once with ethyl acetate. It was purified by column chromatography using a mixture of dichloromethane and ethanol (95:5) as eluant and, at the end, ethyl acetate, to give compound 11a (0.06 g, 58%) in the form of a ... Reactants: C(=O)O (Formic acid), NC=1C(NC=C(C1SC1=CC(=CC(=C1)C)C)C)=O (3-amino-5-methyl-4-(3', 5'-dimethylphenyl) thio-pyridin-2(1H)-one). Yield: 58.0%. Reaction SMILES: [CH:1](O)=[O:2].[NH2:4][C:5]1[C:6](=[O:21])[NH:7][CH:8]=[C:9]([CH3:20])[C:10]=1[S:11][C:12]1[CH:17]=[C:16]([CH3:18])[CH:15]=[C:14]([CH3:19])[CH:13]=1>C(OCC)=O>[CH:1]([NH:4][C:5]1[C:6](=[O:21])[NH:7][CH:8]=[C:9]([CH3:20])[C:10]=1[S:11][C:12]1[CH:17]=[C:16]([CH3:18])[CH:15]=[C:14]([CH3:19])[CH:13]=1)=[O:2]. Solvent: C(=O)OCC (ethyl formate). Yields the product C(=O)NC=1C(NC=C(C1SC1=CC(=CC(=C1)C)C)C)=O (3-formamido-5-methyl-4-(3', 5'-dimethylphenyl)thio-pyridin-2(1H)-one).